Dataset: the Open Reaction Database (ORD), a public repository of structured organic reaction records. Task: describe an organic reaction: reactants, conditions, products, and yield Starting materials: [OH-].[Na+] (sodium hydroxide), ClC(C(=O)C1=CC=C2CN(C3=C(CN21)C=CC=C3)C(C3=CC=C(C=C3)C3=C(CCCC3)C)=O)(Cl)Cl (2,2,2-Trichloro-1-{10-[4-(2-methyl-cyclohex-1-en-1-yl)-benzoyl]-10,11-dihydro-5H-pyrrolo[2,1-c][1,4]benzodiazepin-3-yl}-ethanone), CC(=O)C (acetone), Cl (hydrochloric acid). Conditions: time 6 hour. Yields the product CC1=C(CCCC1)C1=CC=C(C(=O)N2CC=3N(CC4=C2C=CC=C4)C(=CC3)C(=O)O)C=C1 (10-[4-(2-Methyl-cyclohex-1-en-1-yl)-benzoyl]-10,11-dihydro-5H-pyrrolo[2,1-c][1,4]benzodiazepine-3-carboxylic acid). Isolated yield 97.0%. RXN SMILES: ClC(Cl)(Cl)C(C1[N:14]2[C:8]([CH2:9][N:10]([C:19](=[O:33])[C:20]3[CH:25]=[CH:24][C:23]([C:26]4[CH2:31][CH2:30][CH2:29][CH2:28][C:27]=4[CH3:32])=[CH:22][CH:21]=3)[C:11]3[CH:18]=[CH:17][CH:16]=[CH:15][C:12]=3[CH2:13]2)=[CH:7][CH:6]=1)=O.[OH-:36].[Na+].Cl.C[C:40]([CH3:42])=[O:41]>>[CH3:32][C:27]1[CH2:28][CH2:29][CH2:30][CH2:31][C:26]=1[C:23]1[CH:22]=[CH:21][C:20]([C:19]([N:10]2[C:11]3[CH:18]=[CH:17][CH:16]=[CH:15][C:12]=3[CH2:13][N:14]3[C:42]([C:40]([OH:36])=[O:41])=[CH:6][CH:7]=[C:8]3[CH2:9]2)=[O:33])=[CH:25][CH:24]=1 |f:1.2|. Procedure details: 2,2,2-Trichloro-1-{10-[4-(2-methyl-cyclohex-1-en-1-yl)-benzoyl]-10,11-dihydro-5H-pyrrolo[2,1-c][1,4]benzodiazepin-3-yl}-ethanone of Step E (1 g, 1.67 mmol) was dissolved in acetone (11.1 mL) followed by the addition of 2.5 N aqueous sodium hydroxide (1.2 mL, 3.01 mmol). After stirring at room temperature for six hours, the reaction mixture was neutralized with 2 N hydrochloric acid and extracted with diethyl ether. The organic phase was extracted with 1 N sodium hydroxide, the combined basic ext... The reactants are C[O-].[Na+] (NaOMe), Cl.C1(=CC=CC=C1)[C@H]1[C@@H](C1)N ((trans)-2-phenylcyclopropanamine hydrochloride). Solvent: CO (MeOH). Conditions: time 1 hour. Product: C1(=CC=CC=C1)[C@H]1[C@@H](C1)N ((Trans)-2-phenylcyclopropanamine). Reaction SMILES: C[O-].[Na+].Cl.[C:5]1([C@@H:11]2[CH2:13][C@H:12]2[NH2:14])[CH:10]=[CH:9][CH:8]=[CH:7][CH:6]=1>CO>[C:5]1([C@@H:11]2[CH2:13][C@H:12]2[NH2:14])[CH:10]=[CH:9][CH:8]=[CH:7][CH:6]=1 |f:0.1,2.3|. Reported procedure: NaOMe (0.80 g, 11.8 mmol) was added over a solution of (trans)-2-phenylcyclopropanamine hydrochloride (2.00 g, 11.8 mmol) in MeOH (40 mL) and stirred 1 hour. The solvent was removed to dryness. The reactants are CN1OC2=C(C(NC(=C2)C2=CC=CC=C2)=O)C1C1=CC=CC=C1 (N-methyl-3,6-diphenyl-isoxazolo[4,5-c]pyridin-4(5H)-one), [H][H] (hydrogen), C(C)O (ethanol). The reagents and catalysts are [Pd] (palladium on carbon). The product is N=C(C1=CC=CC=C1)C=1C(N(C(=CC1O)C1=CC=CC=C1)C)=O (3-(α-iminobenzyl)-4-hydroxy-6-phenyl-1-methyl-2(1H)-pyridone). RXN SMILES: C[N:2]1[CH:17]([C:18]2[CH:23]=[CH:22][CH:21]=[CH:20][CH:19]=2)[C:5]2[C:6](=[O:16])[NH:7][C:8]([C:10]3[CH:15]=[CH:14][CH:13]=[CH:12][CH:11]=3)=[CH:9][C:4]=2[O:3]1.[H][H].[CH2:26](O)C>[Pd]>[NH:2]=[C:17]([C:5]1[C:6](=[O:16])[N:7]([CH3:26])[C:8]([C:10]2[CH:11]=[CH:12][CH:13]=[CH:14][CH:15]=2)=[CH:9][C:4]=1[OH:3])[C:18]1[CH:23]=[CH:22][CH:21]=[CH:20][CH:19]=1. Reported procedure: A mixture of 16.5 g. (0.0545 mole) of N-methyl-3,6-diphenyl-isoxazolo[4,5-c]pyridin-4(5H)-one, 330 ml. ethanol and 1.65 g. 10% palladium on carbon is hydrogenated at 50 psi and room temperature. The hydrogenation is ceased after 1 equivalent of hydrogen is absorbed (ca 2.5 hours). The mixture is treated with methylene chloride and the catalyst is removed by filtration. The solvents are removed in vacuo to a volume of ca 50 ml. and then ether is added, to precipitate solids which are removed by f... Reactants: O=C([O-])[O-], CC#CCn1c(Br)nc2c1c(=O)[nH]c(=O)n2C, CN(C)C=O, [I-], [K+], [K+], [K+], c1ccc(OCC2CO2)cc1, O. The product is CC#CCn1c(Br)nc2c1c(=O)n(CC(O)COc1ccccc1)c(=O)n2C. Reaction SMILES: [C:31](=[O:32])([O-:33])[O-:34].[CH3:14][n:15]1[c:16](=[O:30])[nH:17][c:18](=[O:29])[c:19]2[n:20]([CH2:25][C:26]#[C:27][CH3:28])[c:21]([Br:24])[n:22][c:23]12.[CH3:37][N:38]([CH3:39])[CH:40]=[O:41].[I-:13].[K+:12].[K+:35].[K+:36].[O:1]([c:2]1[cH:3][cH:4][cH:5][cH:6][cH:7]1)[CH2:8][CH:9]1[O:10][CH2:11]1.[OH2:42]>>[O:1]([c:2]1[cH:3][cH:4][cH:5][cH:6][cH:7]1)[CH2:8][CH:9]([OH:10])[CH2:11][n:17]1[c:16](=[O:30])[n:15]([CH3:14])[c:23]2[c:19]([c:18]1=[O:29])[n:20]([CH2:25][C:26]#[C:27][CH3:28])[c:21]([Br:24])[n:22]2. Run at time 18 hour. The reagents and catalysts are [Br-].C(CCC)[N+](CCCC)(CCCC)CCCC (tetra-n-butylammonium bromide). The yield is 38.9%. Product: C(C)(=S)OCCC=C(F)F (4,4-difluorobut-3-enyl thioacetate). Reported procedure: Potassium thioacetate (1.98 g), 4-bromo-1,1-difluorobut-1-ene (3.0 g) and tetra-n-butylammonium bromide (0.3 g, catalyst) were stirred at the ambient temperature under nitrogen for 5 hours and stored for 18 hours. The mixture was distilled using a Kugelrohr apparatus to give 4,4-difluorobut-3-enyl thioacetate as a colourless liquid (1.12 g); 1H NMR; δ 2.25(2H,m); 2.30(3H,s); 2.90(2H,t); 4.20(1H,m); (bp 115° C. at 120 mmHg). Starting materials: C(C)(=S)[O-].[K+] (Potassium thioacetate), BrCCC=C(F)F (4-bromo-1,1-difluorobut-1-ene). Reaction SMILES: [C:1]([O-:4])(=[S:3])[CH3:2].[K+].Br[CH2:7][CH2:8][CH:9]=[C:10]([F:12])[F:11]>[Br-].C([N+](CCCC)(CCCC)CCCC)CCC>[C:1]([O:4][CH2:7][CH2:8][CH:9]=[C:10]([F:12])[F:11])(=[S:3])[CH3:2] |f:0.1,3.4|. Reactants: CC(=O)O[BH-](OC(C)=O)OC(C)=O, Cc1ccc(NC(=O)C(C)C)cc1C1CCNCC1, ClCCCl, O=Cc1ccc(Oc2ccc(F)c(F)c2)cc1, [Na+]. Yields the product Cc1ccc(NC(=O)C(C)C)cc1C1CCN(Cc2ccc(Oc3ccc(F)c(F)c3)cc2)CC1. RXN SMILES: [C:37]([O:38][BH-:39]([O:40][C:41](=[O:42])[CH3:43])[O:44][C:45](=[O:46])[CH3:47])(=[O:48])[CH3:49].[CH3:18][CH:19]([C:20](=[O:21])[NH:22][c:23]1[cH:24][c:25]([CH:30]2[CH2:31][CH2:32][NH:33][CH2:34][CH2:35]2)[c:26]([CH3:29])[cH:27][cH:28]1)[CH3:36].[Cl:51][CH2:52][CH2:53][Cl:54].[F:1][c:2]1[cH:3][c:4]([O:5][c:6]2[cH:7][cH:8][c:9]([CH:10]=[O:11])[cH:12][cH:13]2)[cH:14][cH:15][c:16]1[F:17].[Na+:50]>>[F:1][c:2]1[cH:3][c:4]([O:5][c:6]2[cH:7][cH:8][c:9]([CH2:10][N:33]3[CH2:32][CH2:31][CH:30]([c:25]4[cH:24][c:23]([NH:22][C:20]([CH:19]([CH3:18])[CH3:36])=[O:21])[cH:28][cH:27][c:26]4[CH3:29])[CH2:35][CH2:34]3)[cH:12][cH:13]2)[cH:14][cH:15][c:16]1[F:17]. The reactants are COCCCN1CCOc2ccc(COC3CN(C(=O)OCc4ccccc4)C(CCN=[N+]=[N-])CC3c3ccc(OC)cc3)cc21, C1CCOC1, O, c1ccc(P(c2ccccc2)c2ccccc2)cc1. RXN SMILES: [CH2:1]([c:2]1[cH:3][cH:4][cH:5][cH:6][cH:7]1)[O:8][C:9](=[O:10])[N:11]1[CH:12]([CH2:42][CH2:43][N:44]=[N+:45]=[N-:46])[CH2:13][CH:14]([c:34]2[cH:35][cH:36][c:37]([O:40][CH3:41])[cH:38][cH:39]2)[CH:15]([O:17][CH2:18][c:19]2[cH:20][cH:21][c:22]3[c:23]([cH:33]2)[N:24]([CH2:28][CH2:29][CH2:30][O:31][CH3:32])[CH2:25][CH2:26][O:27]3)[CH2:16]1.[O:66]1[CH2:67][CH2:68][CH2:69][CH2:70]1.[OH2:71].[c:47]1([P:48]([c:49]2[cH:50][cH:51][cH:52][cH:53][cH:54]2)[c:55]2[cH:56][cH:57][cH:58][cH:59][cH:60]2)[cH:61][cH:62][cH:63][cH:64][cH:65]1>>[CH2:1]([c:2]1[cH:3][cH:4][cH:5][cH:6][cH:7]1)[O:8][C:9](=[O:10])[N:11]1[CH:12]([CH2:42][CH2:43][NH2:44])[CH2:13][CH:14]([c:34]2[cH:35][cH:36][c:37]([O:40][CH3:41])[cH:38][cH:39]2)[CH:15]([O:17][CH2:18][c:19]2[cH:20][cH:21][c:22]3[c:23]([cH:33]2)[N:24]([CH2:28][CH2:29][CH2:30][O:31][CH3:32])[CH2:25][CH2:26][O:27]3)[CH2:16]1. Yields the product COCCCN1CCOc2ccc(COC3CN(C(=O)OCc4ccccc4)C(CCN)CC3c3ccc(OC)cc3)cc21. Starting materials: N[C@@H]1CC[C@H](CC1)NC=1C=C(C=2N(N1)C(=CN2)C(=O)NC2=C(C=NC=C2)F)NC2=NC(=CC=C2)Br (6-((trans)-4-aminocyclohexylamino)-8-(6-bromopyridin-2-ylamino)-N-(3-fluoropyridin-4-yl)imidazo[1,2-b]pyridazine-3-carboxamide), NCCO (2-aminoethanol), N[C@@H]1CC[C@H](CC1)NC=1C=C(C=2N(N1)C(=CN2)C(=O)NC2=C(C=NC=C2)F)NC2=NC(=CC=C2)N[C@@H]2CC[C@H](CC2)O (6-((trans-4-aminocyclohexyl)amino)-N-(3-fluoro-4-pyridinyl)-8-((6-((trans-4-hydroxycyclohexyl)amino)-2-pyridinyl)amino)imidazo[1,2-b]pyridazine-3-carboxamide). Procedure: The title compound was prepared from 46A and 2-aminoethanol in a similar way as 46B. HPLC Rt=2.373 min (Chromolith SpeedROD 4.6×50 mm, 10-90% aqueous methanol containing 0.1% TFA, 4 min gradient, monitored at 220 nm), [M+H]=521. Yields the product N[C@@H]1CC[C@H](CC1)NC=1C=C(C=2N(N1)C(=CN2)C(=O)NC2=C(C=NC=C2)F)NC2=NC(=CC=C2)NCCO (6-((trans-4-aminocyclohexyl)amino)-N-(3-fluoro-4-pyridinyl)-8-((6-((2-hydroxyethyl)amino)-2-pyridinyl)amino)imidazo[1,2-b]pyridazine-3-carboxamide). Solvent: CO (methanol). Reaction SMILES: [NH2:1][C@H:2]1[CH2:7][CH2:6][C@H:5]([NH:8][C:9]2[CH:10]=[C:11]([NH:28][C:29]3[CH:34]=[CH:33][CH:32]=[C:31](Br)[N:30]=3)[C:12]3[N:13]([C:15]([C:18]([NH:20][C:21]4[CH:26]=[CH:25][N:24]=[CH:23][C:22]=4[F:27])=[O:19])=[CH:16][N:17]=3)[N:14]=2)[CH2:4][CH2:3]1.[NH2:36][CH2:37][CH2:38][OH:39].N[C@H]1CC[C@H](NC2C=C(NC3C=CC=C(N[C@H]4CC[C@H](O)CC4)N=3)C3N(C(C(NC4C=CN=CC=4F)=O)=CN=3)N=2)CC1>CO>[NH2:1][C@H:2]1[CH2:7][CH2:6][C@H:5]([NH:8][C:9]2[CH:10]=[C:11]([NH:28][C:29]3[CH:34]=[CH:33][CH:32]=[C:31]([NH:36][CH2:37][CH2:38][OH:39])[N:30]=3)[C:12]3[N:13]([C:15]([C:18]([NH:20][C:21]4[CH:26]=[CH:25][N:24]=[CH:23][C:22]=4[F:27])=[O:19])=[CH:16][N:17]=3)[N:14]=2)[CH2:4][CH2:3]1. The reactants are ( B ), C(C)OC(CCSC1=C(N=C(S1)NC(=O)N(C1CCCCC1)C1CCCCC1)C)=O (3-[2-(3,3-dicyclohexyl-ureido)-4-methyl-thiazol-5-ylsulfanyl]-propionic acid ethyl ester), C(C)OC(CCSC1=C(N=C(S1)N)C)=O (3-(2-amino-4-methyl-thiazol-5-ylsulfanyl)-propionic acid ethyl ester). Product: C1(CCCCC1)N(C(NC=1SC(=C(N1)C)SCCC(=O)O)=O)C1CCCCC1 (3-[2-(3,3-Dicyclohexyl-ureido)-4-methyl-thiazol-5-ylsulfanyl]-propionic acid). As a reaction SMILES: C([O:3][C:4](=[O:30])[CH2:5][CH2:6][S:7][C:8]1[S:12][C:11]([NH:13][C:14]([N:16]([CH:23]2[CH2:28][CH2:27][CH2:26][CH2:25][CH2:24]2)[CH:17]2[CH2:22][CH2:21][CH2:20][CH2:19][CH2:18]2)=[O:15])=[N:10][C:9]=1[CH3:29])C.C(OC(=O)CCSC1SC(N)=NC=1C)C>>[CH:23]1([N:16]([CH:17]2[CH2:18][CH2:19][CH2:20][CH2:21][CH2:22]2)[C:14](=[O:15])[NH:13][C:11]2[S:12][C:8]([S:7][CH2:6][CH2:5][C:4]([OH:30])=[O:3])=[C:9]([CH3:29])[N:10]=2)[CH2:24][CH2:25][CH2:26][CH2:27][CH2:28]1. Reported procedure: Prepared as described in general procedures (A) and (B) using 3-[2-(3,3-dicyclohexyl-ureido)-4-methyl-thiazol-5-ylsulfanyl]-propionic acid ethyl ester and 3-(2-amino-4-methyl-thiazol-5-ylsulfanyl)-propionic acid ethyl ester